This data is from the Open Reaction Database (ORD), a public repository of structured organic reaction records. The task is: describe an organic reaction: reactants, conditions, products, and yield The reactants are FC(C=1C=C(C(=O)N2CCCCC2)C=CC1)(F)F (1-(3'-trifluoromethylbenzoyl)-piperidine), FC(C=1C=C(C(=O)N2CCCCC2)C=CC1)(F)F (1-(3'-trifluoromethylbenzoyl)-piperidine), CO (methanol). Reagents/catalysts: F[B-](F)(F)F.C[N+](C)(C)C (tetramethylammonium tetrafluoroborate). The product is FC(C=1C=C(C(=O)N2C(CCCC2)OC)C=CC1)(F)F (1-(3'-trifluoromethylbenzoyl)-2-methoxypiperidine). Isolated yield 88.2%. As a reaction SMILES: [F:1][C:2]([F:18])([F:17])[C:3]1[CH:4]=[C:5]([CH:14]=[CH:15][CH:16]=1)[C:6]([N:8]1[CH2:13][CH2:12][CH2:11][CH2:10][CH2:9]1)=[O:7].[CH3:19][OH:20]>F[B-](F)(F)F.C[N+](C)(C)C>[F:18][C:2]([F:17])([F:1])[C:3]1[CH:4]=[C:5]([CH:14]=[CH:15][CH:16]=1)[C:6]([N:8]1[CH2:13][CH2:12][CH2:11][CH2:10][CH:9]1[O:20][CH3:19])=[O:7] |f:2.3|. Procedure details: In the same manner as in Example 5, there are electrolyzed 13.5 g of 1-(3'-trifluoromethylbenzoyl)-piperidine and 84.1 g of methanol in the presence of 0.11 g of tetramethylammonium tetrafluoroborate as conducting salt. After throughput of 2.5 Faraday per mol of 1-(3'-trifluoromethylbenzoyl)-piperidine the current is switched off. The calculated mean cell voltage is 34.1 volts. Work-up of the electrolysis solution gives 13.3 g of 1-(3'-trifluoromethylbenzoyl)-2-methoxypiperidine (boiling point 7... Starting materials: C(C)(C)(C)[Li] (t-butyllithium), BrC=1C=C2C=CC(=CC2=CC1)OC (6-bromo-2-methoxynaphthalene), C(=O)=O (dry ice). The solvent is C1CCOC1 (THF). Conditions: temperature -78 celsius, time 30 minute. Yields the product COC=1C=C2C=CC(=CC2=CC1)C(=O)O (6-Methoxy-2-naphthalene carboxylic acid). Isolated yield 84.9%. RXN SMILES: Br[C:2]1[CH:3]=[C:4]2[C:9](=[CH:10][CH:11]=1)[CH:8]=[C:7]([O:12][CH3:13])[CH:6]=[CH:5]2.C([Li])(C)(C)C.[C:19](=[O:21])=[O:20]>C1COCC1>[CH3:13][O:12][C:7]1[CH:8]=[C:9]2[C:4](=[CH:5][CH:6]=1)[CH:3]=[C:2]([C:19]([OH:21])=[O:20])[CH:11]=[CH:10]2. Procedure: A solution of 8.00 g (33.8 mmol, Aldrich) of 6-bromo-2-methoxynaphthalene in 75 ml of dry THF was cooled to -78° C. and 36 ml (1.8M in pentane, 65 mmol, Aldrich) of t-butyllithium was added over 30 minutes. The reaction mixture was stirred for 30 minutes at -78° C. then warmed to -20° C. for 30 minutes. The mixture was recooled to -78° C. and 8.00 g (180 mmol) of crushed dry ice was added to the slurry, and then this was allowed to warm to room temperature over 2 hours. The mixture was concentra...